This data is from the Open Reaction Database (ORD), a public repository of structured organic reaction records. The task is: describe an organic reaction: reactants, conditions, products, and yield Reactants: OCc1ccc(Cl)cc1Br, CCOCC, ClCCl, O=[Cr](=O)([O-])Cl, c1cc[nH+]cc1. Yields the product O=Cc1ccc(Cl)cc1Br. RXN SMILES: [Br:12][c:13]1[c:14]([CH2:15][OH:16])[cH:17][cH:18][c:19]([Cl:21])[cH:20]1.[CH3:22][CH2:23][O:24][CH2:25][CH3:26].[Cl:27][CH2:28][Cl:29].[O:1]=[Cr:2]([Cl:3])([O-:4])=[O:5].[nH+:6]1[cH:7][cH:8][cH:9][cH:10][cH:11]1>>[Br:12][c:13]1[c:14]([CH:15]=[O:16])[cH:17][cH:18][c:19]([Cl:21])[cH:20]1. Starting materials: CC(C)(C)OC(=O)N1CCC(O)CC1, Cc1ccccc1, Clc1ncnc2[nH]ncc12, C1CCOC1, c1ccc(P(c2ccccc2)c2ccccc2)cc1. Product: CC(C)(C)OC(=O)N1CCC(n2ncc3c(Cl)ncnc32)CC1. Reaction SMILES: [C:20](=[O:21])([O:22][C:23]([CH3:24])([CH3:25])[CH3:26])[N:27]1[CH2:28][CH2:29][CH:30]([OH:33])[CH2:31][CH2:32]1.[CH3:49][c:50]1[cH:51][cH:52][cH:53][cH:54][cH:55]1.[Cl:34][c:35]1[c:36]2[c:37]([n:38][cH:39][n:40]1)[nH:41][n:42][cH:43]2.[O:44]1[CH2:45][CH2:46][CH2:47][CH2:48]1.[c:1]1([P:2]([c:3]2[cH:4][cH:5][cH:6][cH:7][cH:8]2)[c:9]2[cH:10][cH:11][cH:12][cH:13][cH:14]2)[cH:15][cH:16][cH:17][cH:18][cH:19]1>>[C:20](=[O:21])([O:22][C:23]([CH3:24])([CH3:25])[CH3:26])[N:27]1[CH2:28][CH2:29][CH:30]([n:41]2[c:37]3[c:36]([c:35]([Cl:34])[n:40][cH:39][n:38]3)[cH:43][n:42]2)[CH2:31][CH2:32]1. Reactants: COC=1C=C(C=CC(=O)O)C=CC1 (m-methoxycinnamic acid), [H][H] (hydrogen). The reagents and catalysts are [Pd] (palladium-on-charcoal). The solvent is C(C)O (ethanol). Product: COC=1C=C(C=CC1)CCC(=O)O (3-(m-methoxyphenyl)propionic acid). As a reaction SMILES: [CH3:1][O:2][C:3]1[CH:4]=[C:5]([CH:11]=[CH:12][CH:13]=1)[CH:6]=[CH:7][C:8]([OH:10])=[O:9].[H][H]>[Pd].C(O)C>[CH3:1][O:2][C:3]1[CH:4]=[C:5]([CH2:6][CH2:7][C:8]([OH:10])=[O:9])[CH:11]=[CH:12][CH:13]=1. Procedure: Ten grams of m-methoxycinnamic acid in 100 ml. of ethanol is hydrogenated with 0.5 g. of pre-reduced 10% palladium-on-charcoal until the uptake of hydrogen ceases. The catalyst is removed by filtration and the filtrate evaporated to yield 3-(m-methoxyphenyl)propionic acid.